This data is from the Open Reaction Database (ORD), a public repository of structured organic reaction records. The task is: describe an organic reaction: reactants, conditions, products, and yield Solvent: O1CCCC1 (tetrahydrofuran), CO (methanol). Isolated yield 26.1%. The reactants are Cl (hydrochloric acid), O1CCOCC1 (1,4-dioxane), ClC1=CC=C(CC=2N=C(SC2C2=NN(C=N2)C2OCCCC2)C2=CC(=NC=C2)C)C=C1 (4-{4-(4-chlorobenzyl)-5-[1-(tetrahydro-2H-pyran-2-yl)-1H-1,2,4-triazol-3-yl]-1,3-thiazol-2-yl}-2-methylpyridine). Product: ClC1=CC=C(CC=2N=C(SC2C2=NN=CN2)C2=CC(=NC=C2)C)C=C1 (4-(4-Chlorobenzyl)-2-(2-methylpyridin-4-yl)-5-(4H-1,2,4-triazol-3-yl)thiazole). Procedure: To a 20 mL vial was added a solution of 4-{4-(4-chlorobenzyl)-5-[1-(tetrahydro-2H-pyran-2-yl)-1H-1,2,4-triazol-3-yl]-1,3-thiazol-2-yl}-2-methylpyridine (0.1654 g, 0.365 mmol) in anhydrous tetrahydrofuran (2.000 mL) and methanol (2.000 mL). 4.0 M hydrochloric acid in 1,4-dioxane (1.0 mL, 4.0 mmol) was added and the reaction mixture was allowed to stir at 50° C. for 18 hours. The reaction was cooled to ambient temperature and quenched by the addition of a saturated aqueous solution of sodium bicar... RXN SMILES: [Cl:1][C:2]1[CH:31]=[CH:30][C:5]([CH2:6][C:7]2[N:8]=[C:9]([C:23]3[CH:28]=[CH:27][N:26]=[C:25]([CH3:29])[CH:24]=3)[S:10][C:11]=2[C:12]2[N:16]=[CH:15][N:14](C3CCCCO3)[N:13]=2)=[CH:4][CH:3]=1.Cl.O1CCOCC1>O1CCCC1.CO>[Cl:1][C:2]1[CH:31]=[CH:30][C:5]([CH2:6][C:7]2[N:8]=[C:9]([C:23]3[CH:28]=[CH:27][N:26]=[C:25]([CH3:29])[CH:24]=3)[S:10][C:11]=2[C:12]2[NH:16][CH:15]=[N:14][N:13]=2)=[CH:4][CH:3]=1. Conditions: temperature 50 celsius, time 18 hour. The reactants are O=C(Cl)c1ccccc1, CN1CC(O)CC(c2ccccc2)C1, ClCCl, [Na+], [Na+], O=C([O-])[O-]. The product is CN1CC(OC(=O)c2ccccc2)CC(c2ccccc2)C1. As a reaction SMILES: [C:15]([c:16]1[cH:17][cH:18][cH:19][cH:20][cH:21]1)(=[O:22])[Cl:23].[CH3:1][N:2]1[CH2:3][CH:4]([OH:14])[CH2:5][CH:6]([c:8]2[cH:9][cH:10][cH:11][cH:12][cH:13]2)[CH2:7]1.[Cl:30][CH2:31][Cl:32].[Na+:24].[Na+:25].[O-:26][C:27](=[O:28])[O-:29]>>[CH3:1][N:2]1[CH2:3][CH:4]([O:14][C:15]([c:16]2[cH:17][cH:18][cH:19][cH:20][cH:21]2)=[O:22])[CH2:5][CH:6]([c:8]2[cH:9][cH:10][cH:11][cH:12][cH:13]2)[CH2:7]1.